Dataset: the Open Reaction Database (ORD), a public repository of structured organic reaction records. Task: describe an organic reaction: reactants, conditions, products, and yield The reactants are C(C(CO)(CO)N)O.Cl (Tris-HCl), ( U ), N[C@@H](CC1=CC=CC=C1)C(=O)O (L-phenylalanine), cetyl pyridium hydrochloride. Run at time 20 minute. The product is C(C=CC1=CC=CC=C1)(=O)O (cinnamic acid). Reaction SMILES: C(O)C(N)(CO)CO.Cl.N[C@H:11]([C:19]([OH:21])=[O:20])[CH2:12][C:13]1[CH:18]=[CH:17][CH:16]=[CH:15][CH:14]=1>>[C:19]([OH:21])(=[O:20])[CH:11]=[CH:12][C:13]1[CH:14]=[CH:15][CH:16]=[CH:17][CH:18]=1 |f:0.1|. Procedure details: First, cells were recovered from the culture by centrifugation. The collection cells were washed by suspending them in a 0.85% sodium chloride solution and recovered by centrifugation. The washed cells were then suspended in a 25 mM Tris-HCl buffer solution (pH 8.8) to give a cell concentration of about 1% by wet weight. The suspension was added to an enzymatic reaction medium comprising a 25 mM Tris-HCl buffer solution (pH 8.8) supplemented with 25 mM L-phenylalanine and 0.005% cetyl pyridium h...